From a dataset of the Open Reaction Database (ORD), a public repository of structured organic reaction records. describe an organic reaction: reactants, conditions, products, and yield Starting materials: COC(=O)C=1C=C2C[C@H](CC2=CC1)NS(=O)(=O)C(C)C ((S)-methyl-2-(1-methylethylsulfonamido)-2,3-dihydro-1H-indene-5-carboxylate), [H-].[Al+3].[Li+].[H-].[H-].[H-] (Lithium aluminium hydride). The solvent is C1CCOC1 (THF). Reaction conditions: time 10 minute. The product is OCC=1C=C2C[C@H](CC2=CC1)NS(=O)(=O)C(C)C ((S)—N-(5-(hydroxymethyl)-2,3-dihydro-1H-inden-2-yl)propane-2-sulfonamide). The yield is 102.7%. Reaction SMILES: C[O:2][C:3]([C:5]1[CH:6]=[C:7]2[C:11](=[CH:12][CH:13]=1)[CH2:10][C@H:9]([NH:14][S:15]([CH:18]([CH3:20])[CH3:19])(=[O:17])=[O:16])[CH2:8]2)=O.[H-].[Al+3].[Li+].[H-].[H-].[H-]>C1COCC1>[OH:2][CH2:3][C:5]1[CH:6]=[C:7]2[C:11](=[CH:12][CH:13]=1)[CH2:10][C@H:9]([NH:14][S:15]([CH:18]([CH3:20])[CH3:19])(=[O:17])=[O:16])[CH2:8]2 |f:1.2.3.4.5.6|. Procedure: (S)-methyl-2-(1-methylethylsulfonamido)-2,3-dihydro-1H-indene-5-carboxylate (2.502 mmol, 744 mg) was dissolved in dry THF (20 mL) and was purged with nitrogen and cooled in an ice bath. Lithium aluminium hydride (7.51 mmol, 7.51 mL) was added dropwise and stirring continued at 0° C. for 10 min. The mixture was quenched by addition of methanol followed by 1:1 THF/water and 1N HCl before concentration to remove organics. The residue was partitioned between dichlormethane/1N HCl. and the phases mix...